Task: describe an organic reaction: reactants, conditions, products, and yield. Dataset: the Open Reaction Database (ORD), a public repository of structured organic reaction records The reactants are O (water), ClC1=NC=C(C=C1)[N+](=O)[O-] (2-chloro-5-nitropyridine), C([O-])([O-])=O.[K+].[K+] (potassium carbonate), Cl.CC1=CC2=C(NC(=N2)C=2NN=C3CNCCC32)C=C1C (3-(5,6-dimethyl-1H-benzimidazol-2-yl)-4,5,6,7-tetrahydro-2H-pyrazolo[3,4-c]pyridine hydrochloride). Run in CN(C=O)C (dimethylformamide). Run at time 20 hour. Product: CC1=CC2=C(NC(=N2)C=2NN=C3CN(CCC32)C3=NC=C(C=C3)[N+](=O)[O-])C=C1C (3-(5,6-dimethyl-1H-benzimidazol-2-yl)-6-(5-nitropyridin-2-yl)-4,5,6,7-tetrahydro-2H-pyrazolo-[3,4-c]pyridine). The yield is 85.5%. Reaction SMILES: Cl[C:2]1[CH:7]=[CH:6][C:5]([N+:8]([O-:10])=[O:9])=[CH:4][N:3]=1.C(=O)([O-])[O-].[K+].[K+].Cl.[CH3:18][C:19]1[C:36]([CH3:37])=[CH:35][C:22]2[NH:23][C:24]([C:26]3[NH:27][N:28]=[C:29]4[C:34]=3[CH2:33][CH2:32][NH:31][CH2:30]4)=[N:25][C:21]=2[CH:20]=1.O>CN(C)C=O>[CH3:37][C:36]1[C:19]([CH3:18])=[CH:20][C:21]2[NH:25][C:24]([C:26]3[NH:27][N:28]=[C:29]4[C:34]=3[CH2:33][CH2:32][N:31]([C:2]3[CH:7]=[CH:6][C:5]([N+:8]([O-:10])=[O:9])=[CH:4][N:3]=3)[CH2:30]4)=[N:23][C:22]=2[CH:35]=1 |f:1.2.3,4.5|. Reported procedure: 287 mg of 2-chloro-5-nitropyridine and 500 mg of potassium carbonate are added to a solution of 500 mg of 3-(5,6-dimethyl-1H-benzimidazol-2-yl)-4,5,6,7-tetrahydro-2H-pyrazolo[3,4-c]pyridine hydrochloride in 5 ml of dimethylformamide. After stirring for 20 hours at ambient temperature, the reaction medium is added to 50 ml of water. The precipitate formed is recovered by filtration through sintered glass, washed with 3 times 15 ml of water and then dried under reduced pressure. 548 mg of 3-(5,6-d... Starting materials: COC([C@@H](N)CC1=CC=C(C=C1)C=1C(N(C(N(C1C)C)=O)C)=O)=O (4-(1,3,6-trimethyl-2,4-dioxo-5-pyrimidinyl)-L-phenylalanine methyl ester), C(C)C1=C(C(=O)O)C(=CC=C1)C (2-ethyl-6-methylbenzoic acid). The product is C(C)C1=C(C(=CC=C1)C)C(=O)N[C@@H](CC1=CC=C(C=C1)C=1C(N(C(N(C1C)C)=O)C)=O)C(=O)O (N-[(2-ethyl-6-methylphenyl)carbonyl]-4-(1,3,6-trimethyl-2,4-dioxo-5-pyrimidinyl)-L-phenylalanine). RXN SMILES: C[O:2][C:3](=[O:24])[C@H:4]([CH2:6][C:7]1[CH:12]=[CH:11][C:10]([C:13]2[C:14](=[O:23])[N:15]([CH3:22])[C:16](=[O:21])[N:17]([CH3:20])[C:18]=2[CH3:19])=[CH:9][CH:8]=1)[NH2:5].[CH2:25]([C:27]1[CH:35]=[CH:34][CH:33]=[C:32]([CH3:36])[C:28]=1[C:29](O)=[O:30])[CH3:26]>>[CH2:25]([C:27]1[CH:35]=[CH:34][CH:33]=[C:32]([CH3:36])[C:28]=1[C:29]([NH:5][C@H:4]([C:3]([OH:2])=[O:24])[CH2:6][C:7]1[CH:12]=[CH:11][C:10]([C:13]2[C:14](=[O:23])[N:15]([CH3:22])[C:16](=[O:21])[N:17]([CH3:20])[C:18]=2[CH3:19])=[CH:9][CH:8]=1)=[O:30])[CH3:26]. Reported procedure: N-[(2-ethyl-6-methylphenyl)carbonyl]-4-(1,3,6-trimethyl-2,4-dioxo-5-pyrimidinyl)-L-phenylalanine was prepared from 4-(1,3,6-trimethyl-2,4-dioxo-5-pyrimidinyl)-L-phenylalanine methyl ester and 2-ethyl-6-methylbenzoic acid using the general procedures described in example 7 and was obtained as a white solid: mp 127-133° C. ES-HRMS m/e calcd for C26H29N3O5 (M+Na) 494.1498, found 494.1501. Starting materials: CON(C=1NC(C=2N=CN(C2N1)[C@H]1[C@](C[C@H](O1)CO)(F)C#C)=O)C(C1=CC=CC=C1)(C1=CC=CC=C1)C1=CC=CC=C1 (N2-Methoxytrityl-9-[(2R)-2,3-dideoxy-2-C-ethynyl-2-fluoro-β-D-glycero-pentofuranosyl]guanine). The solvent is CC(=O)O.C1CCOC1.O (AcOH THF H2O). Yields the product C(#C)[C@]1([C@@H](O[C@@H](C1)CO)N1C=2N=C(NC(C2N=C1)=O)N)F (9-[(2R)-2,3-Dideoxy-2-C-ethynyl-2-fluoro-β-D-glycero-pentofuranosyl]guanine). RXN SMILES: CO[N:3](C(C1C=CC=CC=1)(C1C=CC=CC=1)C1C=CC=CC=1)[C:4]1[NH:5][C:6](=[O:23])[C:7]2[N:8]=[CH:9][N:10]([C@@H:13]3[O:17][C@H:16]([CH2:18][OH:19])[CH2:15][C@:14]3([C:21]#[CH:22])[F:20])[C:11]=2[N:12]=1>CC(O)=O.C1COCC1.O>[C:21]([C@:14]1([F:20])[CH2:15][C@@H:16]([CH2:18][OH:19])[O:17][C@H:13]1[N:10]1[CH:9]=[N:8][C:7]2[C:6](=[O:23])[NH:5][C:4]([NH2:3])=[N:12][C:11]1=2)#[CH:22] |f:1.2.3|. Reported procedure: 15 (0.09 mmol) was stirred in AcOH/THF/H2O (3/6/1) solution at 50° C. for 1 day. The reaction mixture was then concentrated under reduced pressure and purified by silica gel chromatography, C18 (H2O/ACN) Beige lyophilisated powder. Molecular Formula C12H12FN5O5. 1H NMR (DMSO-d6, 400 MHz) δ (ppm) 2.57-2.74 (m, 2H), 3.56 (s, 1H), 3.61-3.64 (d, J=12.10 Hz, 1H), 3.79-3.82 (d, J=12.10 Hz, 1H), 3.91-3.93 (d, J=5.40 Hz, 1H), 4.32-4.35 (m, 1H), 5.25 (s, 1H), 6.06-6.10 (d, J=18.20 Hz, 1H), 6.64 (s, 1H), ... The reactants are CC(=O)O[BH-](OC(C)=O)OC(C)=O, CC(C)=O, ClCCl, NC1CCN(Cc2ccccc2)CC1, [Na+]. Product: CC(C)NC1CCN(Cc2ccccc2)CC1. Reaction SMILES: [C:19]([O:20][BH-:21]([O:22][C:23](=[O:24])[CH3:25])[O:26][C:27](=[O:28])[CH3:29])(=[O:30])[CH3:31].[CH3:15][C:16]([CH3:17])=[O:18].[Cl:33][CH2:34][Cl:35].[NH2:1][CH:2]1[CH2:3][CH2:4][N:5]([CH2:8][c:9]2[cH:10][cH:11][cH:12][cH:13][cH:14]2)[CH2:6][CH2:7]1.[Na+:32]>>[NH:1]([CH:2]1[CH2:3][CH2:4][N:5]([CH2:8][c:9]2[cH:10][cH:11][cH:12][cH:13][cH:14]2)[CH2:6][CH2:7]1)[CH:16]([CH3:15])[CH3:17]. Starting materials: C[O-].[Na+] (sodium methoxide), 2b, C[O-].[Na+] (sodium methoxide), C(C1=CC=CC=C1)OC1=CC=2N(CC(C2C2=C1N(C=C2C)C)CO)S(=O)(=O)C (5-(Benzyloxy)-1,2-dihydro-6,8-dimethyl-3-(methylsulfonyl)benzo [1,2-b:4,3-b']dipyrrole-1-methanol), C(C)(=O)O (Acetic acid), 2c. Solvent: CO (methanol), CO (methanol), C1CCOC1 (THF). Conditions: time 5 hour. Yields the product C(C1=CC=CC=C1)OC1=CC=2NC[C@H](C2C2=C1N(C=C2C)C)CO ((1S)-5-(Benzyloxy)-1,2-dihydro-6,8-dimethylbenzo[1,2-b:4,3-b'] dipyrrole-1-methanol). RXN SMILES: C[O-].[Na+].C(O)(=O)C.[CH2:8]([O:15][C:16]1[C:24]2[N:25]([CH3:29])[CH:26]=[C:27]([CH3:28])[C:23]=2[C:22]2[CH:21]([CH2:30][OH:31])[CH2:20][N:19](S(C)(=O)=O)[C:18]=2[CH:17]=1)[C:9]1[CH:14]=[CH:13][CH:12]=[CH:11][CH:10]=1>CO.C1COCC1>[CH2:8]([O:15][C:16]1[C:24]2[N:25]([CH3:29])[CH:26]=[C:27]([CH3:28])[C:23]=2[C:22]2[C@H:21]([CH2:30][OH:31])[CH2:20][NH:19][C:18]=2[CH:17]=1)[C:9]1[CH:10]=[CH:11][CH:12]=[CH:13][CH:14]=1 |f:0.1|. Procedure details: To a suspension of 2b (3.3 g, 5.0 mmol) in a mixture of methanol (50 mL) and THF (30 mL) was added 5 mL of 1 M sodium methoxide in methanol. The reaction mixture was stirred for 5 hours, becoming a clear solution in approximately 30 min. Acetic acid (0.3 mL) was added to neutralize sodium methoxide, and the solution was evaporated to dryness. The residue was partitioned between water and ethyl acetate. The organic layer was washed with brine, dried over Na2SO4 and concentrated in vacuo. Chromato... Conditions: time 3 hour. Starting materials: ClC1=C2C(=NC=C1C(=O)OCC)C=NN2 (Ethyl 7-chloro-1H-pyrazolo[4,3-b]pyridine-6-carboxylate). Procedure details: Ethyl 7-chloro-1H-pyrazolo[4,3-b]pyridine-6-carboxylate (3.5 g, 15.5 mmol) was dissolved in n-butylamine (25 ml) and stirred at room temperature for 3 h. Excess butylamine was removed in vacuo and the residual solid was washed well with water, and recrystallised from ethyl acetate to give ethyl 7-n-butylamino-1H-pyrazolo [4,3-b]pyridine-6-carboxylate (2.75 g, 67%), m.p. 164°-170° C. Run in C(CCC)N (n-butylamine). Product: C(CCC)NC1=C2C(=NC=C1C(=O)OCC)C=NN2 (ethyl 7-n-butylamino-1H-pyrazolo [4,3-b]pyridine-6-carboxylate). Isolated yield 135.3%. As a reaction SMILES: Cl[C:2]1[C:7]([C:8]([O:10][CH2:11][CH3:12])=[O:9])=[CH:6][N:5]=[C:4]2[CH:13]=[N:14][NH:15][C:3]=12>C(N)CCC>[CH2:4]([NH:5][C:2]1[C:7]([C:8]([O:10][CH2:11][CH3:12])=[O:9])=[CH:6][N:5]=[C:4]2[CH:13]=[N:14][NH:15][C:3]=12)[CH2:3][CH2:2][CH3:7].